Dataset: the Open Reaction Database (ORD), a public repository of structured organic reaction records. Task: describe an organic reaction: reactants, conditions, products, and yield Starting materials: C[C@H](C1=CC=CC=C1)N1C(C(CC1)(CCOS(=O)(=O)C)CC1=CC=C(C=C1)F)=O (1-((R)-α-methylbenzyl)-3-(4-fluorophenylmethyl)-3-(2-methanesulfonyloxyethyl)-2-oxopyrrolidine), C(C)OCCN1C(=NC2=C1C=CC=C2)NC2CCNCC2 ((1-(2-ethoxyethyl)-1H-benzimidazol-2-yl)(piperidin-4-yl)amine). The product is C[C@H](C1=CC=CC=C1)N1C(C(CC1)(CC1=CC=C(C=C1)F)CCN1CCC(CC1)NC1=NC2=C(N1CCOCC)C=CC=C2)=O (1-((R)-α-methylbenzyl)-3-(2-(4-(1-(2-ethoxyethyl)-1H-benzimidazol-2-yl-amino)piperidin-1-yl)ethyl)-3-(4-fluorophenylmethyl)-2-oxopyrrolidine). RXN SMILES: [CH3:1][C@@H:2]([N:9]1[CH2:13][CH2:12][C:11]([CH2:21][C:22]2[CH:27]=[CH:26][C:25]([F:28])=[CH:24][CH:23]=2)([CH2:14][CH2:15]OS(C)(=O)=O)[C:10]1=[O:29])[C:3]1[CH:8]=[CH:7][CH:6]=[CH:5][CH:4]=1.[CH2:30]([O:32][CH2:33][CH2:34][N:35]1[C:39]2[CH:40]=[CH:41][CH:42]=[CH:43][C:38]=2[N:37]=[C:36]1[NH:44][CH:45]1[CH2:50][CH2:49][NH:48][CH2:47][CH2:46]1)[CH3:31]>>[CH3:1][C@@H:2]([N:9]1[CH2:13][CH2:12][C:11]([CH2:14][CH2:15][N:48]2[CH2:47][CH2:46][CH:45]([NH:44][C:36]3[N:35]([CH2:34][CH2:33][O:32][CH2:30][CH3:31])[C:39]4[CH:40]=[CH:41][CH:42]=[CH:43][C:38]=4[N:37]=3)[CH2:50][CH2:49]2)([CH2:21][C:22]2[CH:23]=[CH:24][C:25]([F:28])=[CH:26][CH:27]=2)[C:10]1=[O:29])[C:3]1[CH:8]=[CH:7][CH:6]=[CH:5][CH:4]=1. Procedure: Prepare by the method of Example 1.6 using 1-((R)-α-methylbenzyl)-3-(4-fluorophenylmethyl)-3-(2-methanesulfonyloxyethyl)-2-oxopyrrolidine (Rf=0.75 silica gel, ethyl acetate) and (1-(2-ethoxyethyl)-1H-benzimidazol-2-yl)(piperidin-4-yl)amine to give a diastereomer of the title compound. The reactants are COC(=O)C(Cc1ccc2c(c1)OCO2)SC(C)C(=O)O, O=C(Cl)C(=O)Cl, C1CCOC1, CN(C)C=O. Yields the product COC(=O)C1Cc2cc3c(cc2C(=O)C(C)S1)OCO3. Reaction SMILES: [C:12](=[O:13])([OH:14])[CH:15]([CH3:16])[S:17][CH:18]([C:19](=[O:20])[O:21][CH3:22])[CH2:23][c:24]1[cH:25][c:26]2[c:27]([cH:28][cH:29]1)[O:30][CH2:31][O:32]2.[Cl:1][C:2]([C:3]([Cl:4])=[O:5])=[O:6].[O:33]1[CH2:34][CH2:35][CH2:36][CH2:37]1.[O:7]=[CH:8][N:9]([CH3:10])[CH3:11]>>[C:12]1(=[O:14])[CH:15]([CH3:16])[S:17][CH:18]([C:19](=[O:20])[O:21][CH3:22])[CH2:23][c:24]2[cH:25][c:26]3[c:27]([cH:28][c:29]21)[O:30][CH2:31][O:32]3. Reported procedure: Trifluoroethyl 3-methoxytetrafluoropropionate was prepared by reaction of 97.3 g (0.50 mol) of 3-methoxytetrafluoropropionyl chloride, 55.0 g (0.55 mol) of trifluoroethanol, and 39.5 g (0.50 mol) of pyridine in 100 mL methylene chloride. Reaction was extremely slow until the pyridine was added. After having stirred overnight, the reaction mixture was filtered, solids were rinsed with methylene chloride, and filtrates were distilled to give 119.4 g of ester, bp 44°-49° (20 mm, 2.7 kPa). The cloud... As a reaction SMILES: [CH3:1][O:2][C:3]([F:11])([F:10])[C:4]([F:9])([F:8])[C:5](Cl)=[O:6].[CH2:12]([OH:17])[C:13]([F:16])([F:15])[F:14].N1C=CC=CC=1>C(Cl)Cl>[CH3:1][O:2][C:3]([F:11])([F:10])[C:4]([F:9])([F:8])[C:5]([O:17][CH2:12][C:13]([F:16])([F:15])[F:14])=[O:6]. Reactants: N1=CC=CC=C1 (pyridine), COC(C(C(=O)Cl)(F)F)(F)F (3-methoxytetrafluoropropionyl chloride), C(C(F)(F)F)O (trifluoroethanol), N1=CC=CC=C1 (pyridine). Product: COC(C(C(=O)OCC(F)(F)F)(F)F)(F)F (Trifluoroethyl 3-methoxytetrafluoropropionate), ester. Run in C(Cl)Cl (methylene chloride). Reaction conditions: time 8 hour. Starting materials: C=1C=CC(=CC1)P(C=2C=CC=CC2)C3=CC=C4C=CC=CC4=C3C5=C6C=CC=CC6=CC=C5P(C=7C=CC=CC7)C=8C=CC=CC8 (BINAP), Sodium t-butylate, C1N(CCC12CCNCC2)C(=O)OC(C)(C)C (tert-butyl 2,8-diazaspiro[4.5]decane-2-carboxylate), BrC=1C=C2C=CN=CC2=CC1 (6-bromoisoquinoline). Reagents/catalysts: [Pd].C(C)(=O)[O-] (Pd acetate). Run in C1(=CC=CC=C1)C (toluene). Run at temperature 120 celsius. The product is C1=NC=CC2=CC(=CC=C12)N1CCC2(CCN(C2)C(=O)OC(C)(C)C)CC1 (tert-Butyl 8-(isoquinolin-6-yl)-2,8-diazaspiro[4.5]decane-2-carboxylate). The yield is 52.0%. Reaction SMILES: [CH2:1]1[C:5]2([CH2:10][CH2:9][NH:8][CH2:7][CH2:6]2)[CH2:4][CH2:3][N:2]1[C:11]([O:13][C:14]([CH3:17])([CH3:16])[CH3:15])=[O:12].Br[C:19]1[CH:20]=[C:21]2[C:26](=[CH:27][CH:28]=1)[CH:25]=[N:24][CH:23]=[CH:22]2.C1C=CC(P(C2C(C3C(P(C4C=CC=CC=4)C4C=CC=CC=4)=CC=C4C=3C=CC=C4)=C3C(C=CC=C3)=CC=2)C2C=CC=CC=2)=CC=1>C1(C)C=CC=CC=1.[Pd].C([O-])(=O)C>[CH:25]1[C:26]2[C:21](=[CH:20][C:19]([N:8]3[CH2:7][CH2:6][C:5]4([CH2:1][N:2]([C:11]([O:13][C:14]([CH3:17])([CH3:16])[CH3:15])=[O:12])[CH2:3][CH2:4]4)[CH2:10][CH2:9]3)=[CH:28][CH:27]=2)[CH:22]=[CH:23][N:24]=1 |f:4.5|. Reported procedure: Sodium t-butylate (6.24 mmol, 3.0 eq.) was added to a solution of tert-butyl 2,8-diazaspiro[4.5]decane-2-carboxylate (2.08 mmol, 1.0 eq.) and 6-bromoisoquinoline (2.08 mmol, 1.0 eq.) in toluene (10 ml) and the reaction mixture was degassed with N2. BINAP (0.124 mmol, 0.06 eq.) and Pd acetate (0.04 mmol, 0.02 eq.) were added and the mixture was heated at 120° C. for 12 h. The reaction mixture was filtered over Celite and the filtrate was concentrated on a rotary evaporator. The crude product was ... Reactants: CC1(C=C(C(C1)=O)C1=CC=NN1C)C (4,4-dimethyl-2-(1-methyl-1H-pyrazol-5-yl)cyclopent-2-en-1-one). The reagents and catalysts are [C].[Pd] (palladium carbon). Solvent: C(C)O (ethanol). Yields the product CC1(CC(C(C1)=O)C1=CC=NN1C)C (4,4-Dimethyl-2-(1-methyl-1H-pyrazol-5-yl)cyclopentanone). Isolated yield 95.1%. RXN SMILES: [CH3:1][C:2]1([CH3:14])[CH2:6][C:5](=[O:7])[C:4]([C:8]2[N:12]([CH3:13])[N:11]=[CH:10][CH:9]=2)=[CH:3]1>C(O)C.[C].[Pd]>[CH3:1][C:2]1([CH3:14])[CH2:6][C:5](=[O:7])[CH:4]([C:8]2[N:12]([CH3:13])[N:11]=[CH:10][CH:9]=2)[CH2:3]1 |f:2.3|. Reported procedure: A solution of the 4,4-dimethyl-2-(1-methyl-1H-pyrazol-5-yl)cyclopent-2-en-1-one (780 mg, 4.10 mmol) prepared in Example 93c and palladium carbon (5%; 700 mg) in ethanol (8.0 mL) was stirred for 6 hours under a hydrogen atmosphere. The reaction solution was filtered through celite to yield the title compound (750 mg, 95%) in a crude form as a yellow oil. The reactants are CON=C(C(=O)Sc1nc2ccccc2s1)c1nsc(N)n1, NC1C(=O)N2C(C(=O)O)=C(OS(=O)(=O)C(F)(F)F)CCC12. Product: CON=C(C(=O)NC1C(=O)N2C(C(=O)O)=C(OS(=O)(=O)C(F)(F)F)CCC12)c1nsc(N)n1. Reaction SMILES: [NH2:1][c:2]1[n:3][c:4]([C:7]([C:8]([S:9][c:10]2[s:11][c:12]3[cH:13][cH:14][cH:15][cH:16][c:17]3[n:18]2)=[O:19])=[N:20][O:21][CH3:22])[n:5][s:6]1.[NH2:23][CH:24]1[CH:25]2[CH2:26][CH2:27][C:28]([O:36][S:37](=[O:38])(=[O:39])[C:40]([F:41])([F:42])[F:43])=[C:29]([C:33](=[O:34])[OH:35])[N:30]2[C:31]1=[O:32]>>[NH2:1][c:2]1[n:3][c:4]([C:7]([C:8](=[O:19])[NH:23][CH:24]2[CH:25]3[CH2:26][CH2:27][C:28]([O:36][S:37](=[O:38])(=[O:39])[C:40]([F:41])([F:42])[F:43])=[C:29]([C:33](=[O:34])[OH:35])[N:30]3[C:31]2=[O:32])=[N:20][O:21][CH3:22])[n:5][s:6]1.